From a dataset of the Open Reaction Database (ORD), a public repository of structured organic reaction records. describe an organic reaction: reactants, conditions, products, and yield The reactants are S(O)(O)(=O)=O (sulphuric acid), C(C)OCOC=1C=C(C=C(C1)OCOCC)C=CC=1C=C(C=CC1)C(C)(CCCCC(C)(OC1OCCCC1)C)O (2-{3-[2-(3,5-bis-ethoxymethoxyphenyl)vinyl}phenyl}-7-methyl-7-(tetrahydropyran-2-yloxy)octan-2-ol). Run in C1CCOC1 (THF), CO (methanol). The product is OC(CCCCC(C)(C)O)(C)C=1C=C(C=CC1)C=CC=1C=C(C=C(C1)O)O (5-{2-[3-(1,6-Dihydroxy-1,6-dimethylheptyl)phenyl]-vinyl}benzene-1,3-diol). As a reaction SMILES: S(=O)(=O)(O)O.C(OC[O:10][C:11]1[CH:12]=[C:13]([CH:22]=[CH:23][C:24]2[CH:25]=[C:26]([C:30]([OH:46])([CH2:32][CH2:33][CH2:34][CH2:35][C:36]([CH3:45])([O:38]C3CCCCO3)[CH3:37])[CH3:31])[CH:27]=[CH:28][CH:29]=2)[CH:14]=[C:15]([O:17]COCC)[CH:16]=1)C>CO.C1COCC1>[OH:46][C:30]([C:26]1[CH:25]=[C:24]([CH:23]=[CH:22][C:13]2[CH:12]=[C:11]([OH:10])[CH:16]=[C:15]([OH:17])[CH:14]=2)[CH:29]=[CH:28][CH:27]=1)([CH3:31])[CH2:32][CH2:33][CH2:34][CH2:35][C:36]([OH:38])([CH3:45])[CH3:37]. Reported procedure: In a manner similar to Example 1(j), by reacting 0.6 ml of concentrated sulphuric acid in 7.5 ml of methanol with 369 mg (0.65 mmol) of 2-{3-[2-(3,5-bis-ethoxymethoxyphenyl)vinyl}phenyl}-7-methyl-7-(tetrahydropyran-2-yloxy)octan-2-ol in 7.4 ml of THF, after purification on a silica column (ethyl acetate 70-heptane 30), a yellowish paste (m=220 mg; Y=92%) is obtained. Starting materials: C(C1=CC=CC=C1)OC(=O)C1=C(NC2=CC=C(C=C12)OCCCl)C (5-(2-Chloro-ethoxy)-2-methyl-1H-indole-3-carboxylic acid benzyl ester), N1C(CCC1)C=1C=NC=CC1 (3-pyrrolidin-2-yl-pyridine), K2CO2. The solvent is C(C)#N (acetonitrile), C(Cl)Cl (CH2Cl2). Yields the product C(C1=CC=CC=C1)OC(=O)C1=C(NC2=CC=C(C=C12)OCCN1C(CCC1)C=1C=NC=CC1)C (2-Methyl-5-[2-(2-pyridin-3-yl-pyrrolidin-1-yl)-ethoxy]-1H-indole-3-carboxylic acid benzyl ester). The yield is 22.7%. RXN SMILES: [CH2:1]([O:8][C:9]([C:11]1[C:19]2[C:14](=[CH:15][CH:16]=[C:17]([O:20][CH2:21][CH2:22]Cl)[CH:18]=2)[NH:13][C:12]=1[CH3:24])=[O:10])[C:2]1[CH:7]=[CH:6][CH:5]=[CH:4][CH:3]=1.[NH:25]1[CH2:29][CH2:28][CH2:27][CH:26]1[C:30]1[CH:31]=[N:32][CH:33]=[CH:34][CH:35]=1>C(#N)C.C(Cl)Cl>[CH2:1]([O:8][C:9]([C:11]1[C:19]2[C:14](=[CH:15][CH:16]=[C:17]([O:20][CH2:21][CH2:22][N:25]3[CH2:29][CH2:28][CH2:27][CH:26]3[C:30]3[CH:31]=[N:32][CH:33]=[CH:34][CH:35]=3)[CH:18]=2)[NH:13][C:12]=1[CH3:24])=[O:10])[C:2]1[CH:7]=[CH:6][CH:5]=[CH:4][CH:3]=1. Reported procedure: A mixture of 5-(2-chloro-ethoxy)-2-methyl-1H-indole-3-carboxylic acid benzyl ester (Example 1, Step A, 0.400 g, 1.16 mmol), 3-pyrrolidin-2-yl-pyridine (0.345 mL, 2.33 mmol), K2CO2 (0.322 g, 2.33 mmol), and KI (0.019 g, 0.116 mmol) in 23 mL of acetonitrile was heated at reflux for 24 hours. The reaction mixture was cooled to room temperature, diluted with CH2Cl2 (50 mL) and washed with water (2×20 mL). The organic layer was dried over MgSO4 and concentrated to give a brown oil. The product was pu...